Dataset: the Open Reaction Database (ORD), a public repository of structured organic reaction records. Task: describe an organic reaction: reactants, conditions, products, and yield Reactants: ClCCl, COc1ccc(Cl)c(Nc2ncnc3cc(O)cc(OCCCN4CCOCC4)c23)c1, CC(C)(C)OC(=O)N=NC(=O)OC(C)(C)C, OCCCN1CCOCC1, c1ccc(P(c2ccccc2)c2ccccc2)cc1. Product: COc1ccc(Cl)c(Nc2ncnc3cc(OCCCN4CCOCC4)cc(OCCCN4CCOCC4)c23)c1. RXN SMILES: [CH2:77]([Cl:78])[Cl:79].[Cl:17][c:18]1[c:19]([NH:20][c:21]2[n:22][cH:23][n:24][c:25]3[cH:26][c:27]([OH:41])[cH:28][c:29]([O:31][CH2:32][CH2:33][CH2:34][N:35]4[CH2:36][CH2:37][O:38][CH2:39][CH2:40]4)[c:30]23)[cH:42][c:43]([O:46][CH3:47])[cH:44][cH:45]1.[N:1]([C:2]([O:3][C:4]([CH3:5])([CH3:6])[CH3:7])=[O:8])=[N:9][C:10]([O:11][C:12]([CH3:13])([CH3:14])[CH3:15])=[O:16].[OH:48][CH2:49][CH2:50][CH2:51][N:52]1[CH2:53][CH2:54][O:55][CH2:56][CH2:57]1.[c:58]1([P:59]([c:60]2[cH:61][cH:62][cH:63][cH:64][cH:65]2)[c:66]2[cH:67][cH:68][cH:69][cH:70][cH:71]2)[cH:72][cH:73][cH:74][cH:75][cH:76]1>>[Cl:17][c:18]1[c:19]([NH:20][c:21]2[n:22][cH:23][n:24][c:25]3[cH:26][c:27]([O:41][CH2:49][CH2:50][CH2:51][N:52]4[CH2:53][CH2:54][O:55][CH2:56][CH2:57]4)[cH:28][c:29]([O:31][CH2:32][CH2:33][CH2:34][N:35]4[CH2:36][CH2:37][O:38][CH2:39][CH2:40]4)[c:30]23)[cH:42][c:43]([O:46][CH3:47])[cH:44][cH:45]1. Starting materials: C(=O)C1=CC(=C(C(=O)OC)C=C1)OC (methyl 4-formyl-2-methoxybenzoate), [Al+3].[Cl-].[Cl-].[Cl-] (AlCl3), O (water). The solvent is C(Cl)Cl (DCM), C(Cl)Cl (DCM). Product: C(=O)C1=CC(=C(C(=O)OC)C=C1)O (methyl 4-formyl-2-hydroxybenzoate). Isolated yield 91.1%. Reaction SMILES: [CH:1]([C:3]1[CH:12]=[CH:11][C:6]([C:7]([O:9][CH3:10])=[O:8])=[C:5]([O:13]C)[CH:4]=1)=[O:2].[Al+3].[Cl-].[Cl-].[Cl-].O>C(Cl)Cl>[CH:1]([C:3]1[CH:12]=[CH:11][C:6]([C:7]([O:9][CH3:10])=[O:8])=[C:5]([OH:13])[CH:4]=1)=[O:2] |f:1.2.3.4|. Procedure details: A mixture of product from Step 2 (2.6 g, 13.4 mmol) and AlCl3 (3.6 g, 26.8 mmol) in anhydrous DCM (50 mL) was refluxed for 3 minutes. The resulting mixture was cooled and poured into water (100 mL), followed by a standard aqueous/DCM workup to give Intermediate 5 (2.2 g, yield 92%). Reactants: CC=1C(=CC=2C(CCC(C2C1)(C)C)(C)C)/C(=C/C=1N=C(N(C1)S(N(C)C)(=O)=O)C(=O)OCC)/C (ethyl (E)-4-[2-(5,6,7,8-tetrahydro- 3,5,5,8,8-pentamethylnaphthalen-2-yl)propen-1-yl]-1-(N,N-dimethylsulfamoyl)-2-imidazolecarboxylate), CC=1C(=CC=2C(CCC(C2C1)(C)C)(C)C)/C(=C/C=1N=C(N(C1)S(N(C)C)(=O)=O)C(=O)OCC)/C (ethyl (E)-4-[2-(5,6,7,8-tetrahydro- 3,5,5,8,8-pentamethylnaphthalen-2-yl)propen-1-yl]-1-(N,N-dimethylsulfamoyl)-2-imidazolecarboxylate), C(=O)(O)[O-].[Na+] (NaHCO3). Solvent: Cl (HCl), CC(=O)C (acetone). Reaction conditions: time 30 minute. Yields the product CC=1C(=CC=2C(CCC(C2C1)(C)C)(C)C)/C(=C/C=1N=C(NC1)C(=O)OCC)/C (Ethyl (E)-4-[2-(5,6,7,8-tetrahydro-3,5,5,8,8-pentamethylnaphthalen-2-yl)propen-1-yl]-2-imidazolecarboxylate). Isolated yield 186.8%. As a reaction SMILES: [CH3:1][C:2]1[C:3](/[C:16](/[CH3:34])=[CH:17]/[C:18]2[N:19]=[C:20]([C:29]([O:31][CH2:32][CH3:33])=[O:30])[N:21](S(=O)(=O)N(C)C)[CH:22]=2)=[CH:4][C:5]2[C:6]([CH3:15])([CH3:14])[CH2:7][CH2:8][C:9]([CH3:13])([CH3:12])[C:10]=2[CH:11]=1.C([O-])(O)=O.[Na+]>Cl.CC(C)=O>[CH3:1][C:2]1[C:3](/[C:16](/[CH3:34])=[CH:17]/[C:18]2[N:19]=[C:20]([C:29]([O:31][CH2:32][CH3:33])=[O:30])[NH:21][CH:22]=2)=[CH:4][C:5]2[C:6]([CH3:15])([CH3:14])[CH2:7][CH2:8][C:9]([CH3:12])([CH3:13])[C:10]=2[CH:11]=1 |f:1.2|. Reported procedure: Ethyl (E)-4-[2-(5,6,7,8-tetrahydro-3,5,5,8,8-pentamethylnaphthalen-2-yl)propen-1-yl]-1-N, N-dimethylsulfamoyl-2-imidazolecarboxylate (Compound 4, 0.295 g, 0.605 mmol) was dissolved in a solution of 3M HCl (2.5 mL) and acetone (20 mL) at room temperature and the solution stirred for 30 min. The solution was neutralized with 5% aqueous NaHCO3 and the organic material was extracted with dichloromethane, washed with brine, dried (K2CO3) and concentrated in vacuo. The residue was purified by flash ch... Run at time 16 hour. RXN SMILES: [Li+].[B-](CC)(CC)CC.[CH2:9]([C:11]1[CH:16]=[CH:15][C:14]([N:17]([CH2:40][CH:41]([CH3:43])[CH3:42])[S:18]([C:21]2[CH:22]=[CH:23][C:24]([C:31](=[O:39])[CH2:32][N:33]3[CH2:38][CH2:37][O:36][CH2:35][CH2:34]3)=[C:25]([CH:30]=2)[C:26](OC)=[O:27])(=[O:20])=[O:19])=[CH:13][CH:12]=1)[CH3:10].Cl.C(=O)(O)[O-].[Na+]>O1CCCC1>[CH2:9]([C:11]1[CH:16]=[CH:15][C:14]([N:17]([CH2:40][CH:41]([CH3:42])[CH3:43])[S:18]([C:21]2[CH:22]=[CH:23][C:24]([CH:31]([OH:39])[CH2:32][N:33]3[CH2:38][CH2:37][O:36][CH2:35][CH2:34]3)=[C:25]([CH2:26][OH:27])[CH:30]=2)(=[O:19])=[O:20])=[CH:13][CH:12]=1)[CH3:10] |f:0.1,4.5,^1:1|. Yields the product C(C)C1=CC=C(C=C1)N(S(=O)(=O)C1=CC(=C(C=C1)C(CN1CCOCC1)O)CO)CC(C)C (N-(4-ethylphenyl)-4-(1-hydroxy-2-morpholinoethyl)-3-(hydroxymethyl)-N-isobutylbenzenesulfonamide). Procedure details: A solution of Super-Hydride® (1 M in tetrahydrofuran, 0.388 mL, 0.388 mmol) was added slowly to a solution of methyl 5-(N-(4-ethylphenyl)-N-isobutylsulfamoyl)-2-(2-morpholinoacetyl)benzoate (65 mg, 0.129 mmol) in tetrahydrofuran (THF) (0.5 mL) at room temperature, under nitrogen. The solution was stirred for 16 hours, then treated with HCl (2 N, 2 mL) and stirred for 10 minutes. The mixture was basified with sodium bicarbonate solution and extracted with ethyl acetate (2×5 mL). The organics were... Run in O1CCCC1 (tetrahydrofuran), O1CCCC1 (tetrahydrofuran). Starting materials: [Li+].[B-](CC)(CC)CC (Super-Hydride), C(C)C1=CC=C(C=C1)N(S(=O)(=O)C=1C=CC(=C(C(=O)OC)C1)C(CN1CCOCC1)=O)CC(C)C (methyl 5-(N-(4-ethylphenyl)-N-isobutylsulfamoyl)-2-(2-morpholinoacetyl)benzoate), C([O-])(O)=O.[Na+] (sodium bicarbonate), Cl (HCl). Starting materials: [Br-], CC(=O)OC1C(N2CCCC2=O)c2sc(C(C)=O)cc2OC1(C)C, CO, [K+], [Na+], [OH-], O. The product is CC(=O)c1cc2c(s1)C(N1CCCC1=O)C(O)C(C)(C)O2. As a reaction SMILES: [Br-:28].[C:3](=[O:4])([CH3:5])[O:6][CH:7]1[CH:8]([N:21]2[C:22](=[O:26])[CH2:23][CH2:24][CH2:25]2)[c:9]2[c:10]([cH:15][c:16]([C:18]([CH3:19])=[O:20])[s:17]2)[O:11][C:12]1([CH3:13])[CH3:14].[CH3:30][OH:31].[K+:29].[Na+:2].[OH-:1].[OH2:27]>>[OH:6][CH:7]1[CH:8]([N:21]2[C:22](=[O:26])[CH2:23][CH2:24][CH2:25]2)[c:9]2[c:10]([cH:15][c:16]([C:18]([CH3:19])=[O:20])[s:17]2)[O:11][C:12]1([CH3:13])[CH3:14].